Task: describe an organic reaction: reactants, conditions, products, and yield. Dataset: the Open Reaction Database (ORD), a public repository of structured organic reaction records The product is NC1=C(C=C(C=C1)C=1SC=CC1)NC(=O)N1CCN(CC1)CC1=CC2=C(OCO2)C=C1 (N-(2-Amino-5-(thiophen-2-yl)phenyl)-4-(benzo[d][1,3]dioxol-5-ylmethyl)piperazine-1-carboxamide). Reported procedure: A solution of compound 315 (165 mg, 0.31 mmol) in a mixture DCM-trifluoroacetic acid (3 mL, 2:1 ratio) was stirred at room temperature for 1.5 h; diluted with DCM and washed with a solution of KOH (830 mg, 15 mmol) in brine (15 mL), then brine, dried over MgSO4, filtered and concentrated. Purification by flash column chromatography (elution with 5% to 10% MeOH in DCM) gave title compound 316 (87 mg, 0.20 mmol, 64% yield) as a pale yellow solid. The solvent is C(Cl)Cl (DCM), [Cl-].[Na+].O (brine). RXN SMILES: [O:1]1[C:5]2[CH:6]=[CH:7][C:8]([CH2:10][N:11]3[CH2:16][CH2:15][N:14]([C:17]([NH:19][C:20]4[CH:25]=[C:24]([C:26]5[S:27][CH:28]=[CH:29][CH:30]=5)[CH:23]=[CH:22][C:21]=4[NH:31]C(=O)OC(C)(C)C)=[O:18])[CH2:13][CH2:12]3)=[CH:9][C:4]=2[O:3][CH2:2]1.C(Cl)Cl.FC(F)(F)C(O)=O.[OH-].[K+]>C(Cl)Cl.[Cl-].[Na+].O>[NH2:31][C:21]1[CH:22]=[CH:23][C:24]([C:26]2[S:27][CH:28]=[CH:29][CH:30]=2)=[CH:25][C:20]=1[NH:19][C:17]([N:14]1[CH2:15][CH2:16][N:11]([CH2:10][C:8]2[CH:7]=[CH:6][C:5]3[O:1][CH2:2][O:3][C:4]=3[CH:9]=2)[CH2:12][CH2:13]1)=[O:18] |f:1.2,3.4,6.7.8|. Starting materials: O1COC2=C1C=CC(=C2)CN2CCN(CC2)C(=O)NC2=C(C=CC(=C2)C=2SC=CC2)NC(OC(C)(C)C)=O (tert-Butyl 2-(4-(benzo[d][1,3]dioxol-5-ylmethyl)piperazine-1-carboxamido)-4-(thiophen-2-yl)phenylcarbamate), C(Cl)Cl.FC(C(=O)O)(F)F (DCM trifluoroacetic acid), [OH-].[K+] (KOH). Yield: 64.5%. The reactants are N=1C(=CN2C1SC1=C2C=CC=C1)C(=O)OCC (ethyl imidazo[2,1-b]benzothiazole-2-carboxylate), C([O-])(O)=O.[Na+] (sodium bicarbonate), [BH4-].[Li+] (lithium borohydride), Cl (hydrochloric acid). The solvent is CCO (EtOH). Run at temperature 50 celsius. Product: COC=1C=CC2=C(N3C(S2)=NC(=C3)CO)C1 (6-methoxy-imidazo[2,1-b]benzothiazole-2-methanol). Isolated yield 96.4%. As a reaction SMILES: [N:1]1[C:2]([C:13]([O:15]CC)=O)=[CH:3][N:4]2[C:8]3[CH:9]=[CH:10][CH:11]=[CH:12][C:7]=3[S:6][C:5]=12.[BH4-].[Li+].Cl.[C:21](=O)(O)[O-:22].[Na+]>CCO>[CH3:21][O:22][C:10]1[CH:11]=[CH:12][C:7]2[S:6][C:5]3=[N:1][C:2]([CH2:13][OH:15])=[CH:3][N:4]3[C:8]=2[CH:9]=1 |f:1.2,4.5|. Procedure: A mixture of 4.0 g of ethyl imidazo[2,1-b]benzothiazole-2-carboxylate in dry T.H.F. was stirred with 1.5 g of lithium borohydride for 48 hours at room temperature under dry nitrogen. The mixture was treated with an excess of 2N hydrochloric acid and warmed to 50° C. for 2 hours to decompose the complex. The mixture was made alkaline with aqueous sodium bicarbonate and extracted with ethyl acetate. The extracts were dried over magnesium sulfate and evaporated to dryness under reduced pressure to ... Starting materials: [BH4-], CC(=O)c1ccc2c(c1)C(C)(C)CCO2, CO, [Cl-], [Na+], [Na+]. The product is CC(O)c1ccc2c(c1)C(C)(C)CCO2. Reaction SMILES: [BH4-:16].[C:1]([CH3:2])(=[O:3])[c:4]1[cH:5][c:6]2[c:11]([cH:12][cH:13]1)[O:10][CH2:9][CH2:8][C:7]2([CH3:14])[CH3:15].[CH3:20][OH:21].[Cl-:19].[Na+:17].[Na+:18]>>[CH:1]([CH3:2])([OH:3])[c:4]1[cH:5][c:6]2[c:11]([cH:12][cH:13]1)[O:10][CH2:9][CH2:8][C:7]2([CH3:14])[CH3:15].